Dataset: the Open Reaction Database (ORD), a public repository of structured organic reaction records. Task: describe an organic reaction: reactants, conditions, products, and yield RXN SMILES: C([O:3][C:4]([C:6]1[CH:15]=[C:14]([O:16][CH2:17][C:18]([N:20]2[CH2:24][C@@H:23]([OH:25])[CH2:22][C@H:21]2[C:26](=[O:32])[NH:27][CH:28]2[CH2:31][CH2:30][CH2:29]2)=[O:19])[C:13]2[C:8](=[CH:9][C:10]([CH3:33])=[CH:11][CH:12]=2)[N:7]=1)=[O:5])C.[OH-].[Na+].Cl>C1COCC1>[CH:28]1([NH:27][C:26]([C@@H:21]2[CH2:22][C@H:23]([OH:25])[CH2:24][N:20]2[C:18](=[O:19])[CH2:17][O:16][C:14]2[C:13]3[C:8](=[CH:9][C:10]([CH3:33])=[CH:11][CH:12]=3)[N:7]=[C:6]([C:4]([OH:5])=[O:3])[CH:15]=2)=[O:32])[CH2:29][CH2:30][CH2:31]1 |f:1.2|. The product is C1(CCC1)NC(=O)[C@H]1N(C[C@H](C1)O)C(COC1=CC(=NC2=CC(=CC=C12)C)C(=O)O)=O (4-[2-((2S,4S)-2-Cyclobutylcarbamoyl-4-hydroxy-pyrrolidin-1-yl)-2-oxo-ethoxy]-7-methyl-quinoline-2-carboxylic acid). Starting materials: C(C)OC(=O)C1=NC2=CC(=CC=C2C(=C1)OCC(=O)N1[C@@H](C[C@@H](C1)O)C(NC1CCC1)=O)C (4-[2-((2S,4S)-2-Cyclobutylcarbamoyl-4-hydroxy-pyrrolidin-1-yl)-2-oxo-ethoxy]-7-methyl-quinoline-2-carboxylic acid ethyl ester), [OH-].[Na+] (NaOH), Cl (HCl). Procedure: To a solution of 109 mg 4-[2-((2S,4S)-2-Cyclobutylcarbamoyl-4-hydroxy-pyrrolidin-1-yl)-2-oxo-ethoxy]-7-methyl-quinoline-2-carboxylic acid ethyl ester in 1 ml THF were added 0.24 ml aqueous NaOH (1 M) at 0° C. After 4 h the mixture was brought to pH 4 by adding 1 N HCl and the reaction mixture was concentrated to give the crude product. Yield: 147 mg. Run in C1CCOC1 (THF). Conditions: time 4 hour. The reactants are COC1=CC=C(C=C1)B(O)O (4-methoxybenzeneboronic acid), C(=O)([O-])[O-].[Na+].[Na+] (Na2CO3), ClC=1C(=NC=CN1)C1CN(C1)C(=O)OC(C)(C)C (tert-butyl 3-(3-chloropyrazin-2-yl)azetidine-1-carboxylate). The reagents and catalysts are C1=CC=C(C=C1)P([C-]2C=CC=C2)C3=CC=CC=C3.C1=CC=C(C=C1)P([C-]2C=CC=C2)C3=CC=CC=C3.Cl[Pd]Cl.[Fe+2] (Pd(dppf)Cl2). The solvent is O (water), O1CCOCC1 (dioxane). The product is C(C)(C)(C)OC(=O)N1CC(C1)C1=NC=CN=C1C1=CC=C(C=C1)OC (3-[3-(4-methoxy-phenyl)-pyrazin-2-yl]-azetidine-1-carboxylic acid tert-butyl ester). The yield is 96.0%. Reaction SMILES: Cl[C:2]1[C:3]([CH:8]2[CH2:11][N:10]([C:12]([O:14][C:15]([CH3:18])([CH3:17])[CH3:16])=[O:13])[CH2:9]2)=[N:4][CH:5]=[CH:6][N:7]=1.C([O-])([O-])=O.[Na+].[Na+].[CH3:25][O:26][C:27]1[CH:32]=[CH:31][C:30](B(O)O)=[CH:29][CH:28]=1>O1CCOCC1.O.C1C=CC(P(C2C=CC=CC=2)[C-]2C=CC=C2)=CC=1.C1C=CC(P(C2C=CC=CC=2)[C-]2C=CC=C2)=CC=1.Cl[Pd]Cl.[Fe+2]>[C:15]([O:14][C:12]([N:10]1[CH2:11][CH:8]([C:3]2[C:2]([C:30]3[CH:31]=[CH:32][C:27]([O:26][CH3:25])=[CH:28][CH:29]=3)=[N:7][CH:6]=[CH:5][N:4]=2)[CH2:9]1)=[O:13])([CH3:18])([CH3:17])[CH3:16] |f:1.2.3,7.8.9.10|. Procedure: To a solution of 3-(3-chloro-pyrazin-2-yl)-azetidine-1-carboxylic acid tert-butyl ester (7) (100 mg, 0.37 mmol, as prepared in the above Preparation 2) in dioxane (8 mL) was added a solution of Na2CO3 (78 mg, 0.64 mmol) in 0.5 mL water, followed by additional of 4-methoxybenzeneboronic acid (20) (49 mg 0.40 mmol) and Pd(dppf)Cl2 (8 mg). The resulting mixture was heated to reflux overnight under N2 atmosphere. TLC showed that the starting material was consumed completely. The solution was filtere...